The task is: describe an organic reaction: reactants, conditions, products, and yield. This data is from the Open Reaction Database (ORD), a public repository of structured organic reaction records. Reactants: aqueous solution, ClCC(=O)O (chloroacetic acid), aqueous solution, CC(C)=NO (acetone oxime). Run in [OH-].[Na+] (sodium hydroxide), [OH-].[Na+] (sodium hydroxide). Conditions: temperature 30 celsius. The product is C(C)(C)=NOCC(=O)O (isopropylidene aminooxyacetic acid). As a reaction SMILES: Cl[CH2:2][C:3]([OH:5])=[O:4].[CH3:6][C:7](=[N:9][OH:10])[CH3:8]>[OH-].[Na+]>[C:7](=[N:9][O:10][CH2:2][C:3]([OH:5])=[O:4])([CH3:8])[CH3:6] |f:2.3|. Procedure: 47.3 Grams (0.5 moles) of chloroacetic acid was dissolved in 55 g (0.55 moles) of an aqueous solution of 40% sodium hydroxide. To the solution, 36.5 g (0.5 moles) of acetone oxime was added, and then 55 g (0.55 moles) of an aqueous solution of 40% sodium hydroxide was added dropwise to the mixture while maintaining a temperature at not higher than 30° C. Reaction was subsequently performed with the solution being allowed to flow at a rate of 4 ml/min into a glass tube (10 mm in diameter and 100 ... Starting materials: C1(=CC=CC=C1)P(C1=CC=CC=C1)C1=CC=CC=C1 (triphenylphosphine), ClC1=CC(=C(C(=O)N(C2=CC=CC=C2)CC)C=C1)I (4-chloro-N-ethyl-2-iodo-N-phenyl-benzamide). Reagents/catalysts: C(C)(=O)[O-].[Pd+2].C(C)(=O)[O-] (Palladium acetate), C([O-])([O-])=O.[Ag+2] (silver carbonate). Solvent: C(C)#N (acetonitrile). Run at temperature 23 celsius. Product: ClC1=CC=C2C(N(C=3C=CC=CC3C2=C1)CC)=O (9-Chloro-5-ethyl-5H-phenanthridin-6-one). Isolated yield 63.0%. RXN SMILES: C1(P(C2C=CC=CC=2)C2C=CC=CC=2)C=CC=CC=1.[Cl:20][C:21]1[CH:37]=[CH:36][C:24]([C:25]([N:27]([CH2:34][CH3:35])[C:28]2[CH:33]=[CH:32][CH:31]=[CH:30][CH:29]=2)=[O:26])=[C:23](I)[CH:22]=1>C(#N)C.C([O-])(=O)C.[Pd+2].C([O-])(=O)C.C(=O)([O-])[O-].[Ag+2]>[Cl:20][C:21]1[CH:37]=[C:36]2[C:24]([C:25](=[O:26])[N:27]([CH2:34][CH3:35])[C:28]3[CH:33]=[CH:32][CH:31]=[CH:30][C:29]=32)=[CH:23][CH:22]=1 |f:3.4.5,6.7|. Procedure: Palladium acetate (466 mg, 2.07 mol) was added to a suspension of silver carbonate (5.7 g, 20.7 mmol), triphenylphosphine (1.08 g, 4.15 mmol), and 4-chloro-N-ethyl-2-iodo-N-phenyl-benzamide I-14a (4.0 g, 10.4 mmol) in acetonitrile (52 ml). The reaction mixture was heated to reflux for 1 hour and cooled to 23° C. The mixture was filtered through a plug of celite and the filter cake was washed with ethyl acetate (50 ml) and diethyl ether (50 ml). The combined filtrates were washed with saturated s... Reactants: NC1=C(C(=O)O)C=CC=C1C (2-amino 3 methyl benzoic acid), C(=O)N (formamide). The solvent is O (Water). Yields the product CC=1C=CC=C2C(NC=NC12)=O (8-methyl 4-quinazolinone). As a reaction SMILES: [NH2:1][C:2]1[C:10]([CH3:11])=[CH:9][CH:8]=[CH:7][C:3]=1[C:4](O)=[O:5].[CH:12]([NH2:14])=O>O>[CH3:11][C:10]1[CH:9]=[CH:8][CH:7]=[C:3]2[C:2]=1[N:1]=[CH:12][NH:14][C:4]2=[O:5]. Reported procedure: 6 g of 2-amino 3 methyl benzoic acid and 8 ml formamide were heated at 170° C. for 1.5 hours. Water was added and solid filtered to provide 4.6 g of 8-methyl 4-quinazolinone as a white solid, mp-260° C. NMR acetone d6 δ 8.14(1H,br,S), 8.06(1H,m), 7.66(1H,m), 7.38(1H,m), 2.58(3H,S). The reactants are C=C(CC1COC(C)(C)O1)S(=O)(=O)Cl, COc1cc(F)c(F)c(Nc2ccc(I)cc2F)c1N, c1ccncc1. The product is C=C(CC1COC(C)(C)O1)S(=O)(=O)Nc1c(OC)cc(F)c(F)c1Nc1ccc(I)cc1F. Reaction SMILES: [CH3:1][C:2]1([CH3:14])[O:3][CH2:4][CH:5]([CH2:7][C:8](=[CH2:9])[S:10](=[O:11])(=[O:12])[Cl:13])[O:6]1.[F:15][c:16]1[cH:17][c:18]([O:33][CH3:34])[c:19]([NH2:32])[c:20]([NH:23][c:24]2[c:25]([F:31])[cH:26][c:27]([I:30])[cH:28][cH:29]2)[c:21]1[F:22].[cH:35]1[cH:36][cH:37][n:38][cH:39][cH:40]1>>[CH3:1][C:2]1([CH3:14])[O:3][CH2:4][CH:5]([CH2:7][C:8](=[CH2:9])[S:10](=[O:11])(=[O:12])[NH:32][c:19]2[c:18]([O:33][CH3:34])[cH:17][c:16]([F:15])[c:21]([F:22])[c:20]2[NH:23][c:24]2[c:25]([F:31])[cH:26][c:27]([I:30])[cH:28][cH:29]2)[O:6]1. Reactants: XVI, C(C)(C)(C)OC(=O)N1CC2=CC=CC=C2C[C@H]1C(=O)N[C@@H](C(=O)N1CCN(CC1)C1=C(C(=O)OC)C=CC=C1)CC1=CC=C(C=C1)Cl (methyl 2-{4-[(2R)-2-({(3S)-2-[(tert-butyl)oxycarbonyl](3-1,2,3,4-tetrahydroisoquinolyl)}carbonylamino)-3-(4-chlorophenyl)propanoyl]piperazinyl}benzoate), Cl (HCl). Run in CCOC(=O)C (EtOAc). Product: C1N[C@@H](CC2=CC=CC=C12)C(=O)N[C@@H](C(=O)N1CCN(CC1)C1=C(C(=O)OC)C=CC=C1)CC1=CC=C(C=C1)Cl (Methyl 2-(4-{(2R)-2-[((3S)(3-1,2,3,4-tetrahydroisoquinolyl))carbonylamino]-3-(4-chlorophenyl)propanoyl}piperazinyl)benzoate). RXN SMILES: C(OC([N:8]1[C@H:17]([C:18]([NH:20][C@H:21]([CH2:40][C:41]2[CH:46]=[CH:45][C:44]([Cl:47])=[CH:43][CH:42]=2)[C:22]([N:24]2[CH2:29][CH2:28][N:27]([C:30]3[CH:39]=[CH:38][CH:37]=[CH:36][C:31]=3[C:32]([O:34][CH3:35])=[O:33])[CH2:26][CH2:25]2)=[O:23])=[O:19])[CH2:16][C:15]2[C:10](=[CH:11][CH:12]=[CH:13][CH:14]=2)[CH2:9]1)=O)(C)(C)C.Cl>CCOC(C)=O>[CH2:9]1[C:10]2[C:15](=[CH:14][CH:13]=[CH:12][CH:11]=2)[CH2:16][C@@H:17]([C:18]([NH:20][C@H:21]([CH2:40][C:41]2[CH:46]=[CH:45][C:44]([Cl:47])=[CH:43][CH:42]=2)[C:22]([N:24]2[CH2:25][CH2:26][N:27]([C:30]3[CH:39]=[CH:38][CH:37]=[CH:36][C:31]=3[C:32]([O:34][CH3:35])=[O:33])[CH2:28][CH2:29]2)=[O:23])=[O:19])[NH:8]1. Procedure: The title compound was prepared according to the procedure described in Preparation XVI by using methyl 2-{4-[(2R)-2-({(3S)-2-[(tert-butyl)oxycarbonyl](3-1,2,3,4-tetrahydroisoquinolyl)}carbonylamino)-3-(4-chlorophenyl)propanoyl]piperazinyl}benzoate (Preparation XVII) (140 mg, 0.21 mmol) and a satd soln of HCl in EtOAc (5 mL). The title compound was isolated by filtration as a white solid, and purified by preparative HPLC (62 mg). MS (ESI, pos. ion) m/z: 561 (M+H). Calc'd for C31H33ClN4O4: 560.22... Starting materials: [Li+].FC1=C(C(=O)[O-])C=CC(=C1)OCC1=NC=CC=C1 (2-Fluoro-4-(pyridin-2-ylmethoxy)-benzoic acid lithium salt), Cl.Cl.C[C@H]1N(CCC1)C[C@H]1NCCC1 (2-(R)-Methyl-1-(2-(S)-pyrrolidinylmethyl)pyrrolidine dihydrochloride salt). Product: FC1=C(C=CC(=C1)OCC1=NC=CC=C1)C(=O)N1[C@@H](CCC1)CN1[C@@H](CCC1)C ([2-Fluoro-4-(pyridin-2-ylmethoxy)-phenyl]-[2-(S)-(2-(R)-methyl -pyrrolidin-1-ylmethyl)-pyrrolidin-1-yl]-methanone). As a reaction SMILES: [Li+].[F:2][C:3]1[CH:11]=[C:10]([O:12][CH2:13][C:14]2[CH:19]=[CH:18][CH:17]=[CH:16][N:15]=2)[CH:9]=[CH:8][C:4]=1[C:5]([O-:7])=O.Cl.Cl.[CH3:22][C@@H:23]1[CH2:27][CH2:26][CH2:25][N:24]1[CH2:28][C@@H:29]1[CH2:33][CH2:32][CH2:31][NH:30]1>>[F:2][C:3]1[CH:11]=[C:10]([O:12][CH2:13][C:14]2[CH:19]=[CH:18][CH:17]=[CH:16][N:15]=2)[CH:9]=[CH:8][C:4]=1[C:5]([N:30]1[CH2:31][CH2:32][CH2:33][C@H:29]1[CH2:28][N:24]1[CH2:25][CH2:26][CH2:27][C@H:23]1[CH3:22])=[O:7] |f:0.1,2.3.4|. Reported procedure: The title compound is prepared in a manner substantially analogous to Procedure A from 2-Fluoro-4-(pyridin-2-ylmethoxy)-benzoic acid lithium salt and 2-(R)-Methyl-1-(2-(S)-pyrrolidinylmethyl)pyrrolidine dihydrochloride salt. MS (ES+) 398.3 Yields the product O=C(c1ccccc1)c1ccc(CNc2ccc(S(=O)(=O)O)cc2)cc1. Reaction SMILES: [Br:20][CH2:21][c:22]1[cH:23][cH:24][c:25]([C:26](=[O:27])[c:28]2[cH:29][cH:30][cH:31][cH:32][cH:33]2)[cH:34][cH:35]1.[C:15]([O-:16])(=[O:17])[CH3:18].[CH3:36][C:37]#[N:38].[CH3:40][OH:41].[Na+:19].[OH2:12].[OH2:13].[OH2:14].[OH2:39].[S:1](=[O:2])([c:3]1[cH:4][cH:5][c:6]([NH2:9])[cH:7][cH:8]1)(=[O:10])[OH:11]>>[S:1](=[O:2])([c:3]1[cH:4][cH:5][c:6]([NH:9][CH2:21][c:22]2[cH:23][cH:24][c:25]([C:26](=[O:27])[c:28]3[cH:29][cH:30][cH:31][cH:32][cH:33]3)[cH:34][cH:35]2)[cH:7][cH:8]1)(=[O:10])[OH:11]. The reactants are O=C(c1ccccc1)c1ccc(CBr)cc1, CC(=O)[O-], CC#N, CO, [Na+], O, O, O, O, Nc1ccc(S(=O)(=O)O)cc1. Reactants: CCOC(=O)CSc1csc(NC(=O)c2cn(CC3CC3)c3cc(F)ccc23)n1, CCO, Cl, [Na+], [OH-]. Product: O=C(O)CSc1csc(NC(=O)c2cn(CC3CC3)c3cc(F)ccc23)n1. As a reaction SMILES: [CH2:1]([CH3:2])[O:3][C:4]([CH2:5][S:6][c:7]1[n:8][c:9]([NH:12][C:13](=[O:14])[c:15]2[cH:16][n:17]([CH2:25][CH:26]3[CH2:27][CH2:28]3)[c:18]3[cH:19][c:20]([F:24])[cH:21][cH:22][c:23]23)[s:10][cH:11]1)=[O:29].[CH3:33][CH2:34][OH:35].[ClH:32].[Na+:31].[OH-:30]>>[O:3]=[C:4]([CH2:5][S:6][c:7]1[n:8][c:9]([NH:12][C:13](=[O:14])[c:15]2[cH:16][n:17]([CH2:25][CH:26]3[CH2:27][CH2:28]3)[c:18]3[cH:19][c:20]([F:24])[cH:21][cH:22][c:23]23)[s:10][cH:11]1)[OH:29].